This data is from the Open Reaction Database (ORD), a public repository of structured organic reaction records. The task is: describe an organic reaction: reactants, conditions, products, and yield Reactants: COc1ccc(CC(=O)c2cc(OC)c(OC)cc2CC(=O)O)cc1OC, Cl, NO, [Na+], [OH-], O. Yields the product COc1ccc(CC(=O)c2cc(OC)c(OC)cc2CC(O)=NO)cc1OC. Reaction SMILES: [CH3:3][O:4][c:5]1[cH:6][c:7]([C:17]([CH2:18][c:19]2[cH:20][c:21]([O:27][CH3:28])[c:22]([O:25][CH3:26])[cH:23][cH:24]2)=[O:29])[c:8]([CH2:13][C:14](=[O:15])[OH:16])[cH:9][c:10]1[O:11][CH3:12].[ClH:30].[NH2:31][OH:32].[Na+:2].[OH-:1].[OH2:33]>>[OH:1][N:31]=[C:14]([CH2:13][c:8]1[c:7]([C:17]([CH2:18][c:19]2[cH:20][c:21]([O:27][CH3:28])[c:22]([O:25][CH3:26])[cH:23][cH:24]2)=[O:29])[cH:6][c:5]([O:4][CH3:3])[c:10]([O:11][CH3:12])[cH:9]1)[OH:15].